The task is: describe an organic reaction: reactants, conditions, products, and yield. This data is from the Open Reaction Database (ORD), a public repository of structured organic reaction records. Starting materials: C(C)OC(C(=CNC=1C=NC(=CC1)OCCCN1CCOCC1)C#N)=O (2-cyano-3-[6-(3-morpholin-4-yl-propoxy)-pyridin-3-ylamino]-acrylic acid ethyl ester). The solvent is C1=CC=C(C=C1)C2=CC=CC=C2.C1=CC=C(C=C1)OC2=CC=CC=C2 (Dowtherm). Reaction conditions: temperature 260 celsius. Yields the product OC1=C(C=NC2=CC=C(N=C12)OCCCN1CCOCC1)C#N (4-Hydroxy-6-(3-morpholin-4-yl-propoxy)-[1.5]naphthyridine-3-carbonitrile). RXN SMILES: C(O[C:4](=[O:26])[C:5]([C:24]#[N:25])=[CH:6][NH:7][C:8]1[CH:9]=[N:10][C:11]([O:14][CH2:15][CH2:16][CH2:17][N:18]2[CH2:23][CH2:22][O:21][CH2:20][CH2:19]2)=[CH:12][CH:13]=1)C>C1C=CC(C2C=CC=CC=2)=CC=1.C1C=CC(OC2C=CC=CC=2)=CC=1>[OH:26][C:4]1[C:9]2[C:8](=[CH:13][CH:12]=[C:11]([O:14][CH2:15][CH2:16][CH2:17][N:18]3[CH2:19][CH2:20][O:21][CH2:22][CH2:23]3)[N:10]=2)[N:7]=[CH:6][C:5]=1[C:24]#[N:25] |f:1.2|. Reported procedure: A solution of 2-cyano-3-[6-(3-morpholin-4-yl-propoxy)-pyridin-3-ylamino]-acrylic acid ethyl ester (10 g) in Dowtherm (200 ml) was heated at 260° C. (internal temperature) under argon. During the first 8 hrs of heating, ethanol was removed through distillation head attached to apparatus. Then, the reaction mixture was heated at 260° C. for an additional 5 hrs. After cooling, the mixture was poured into hexanes. The solid was collected, and suspended in a mixture of CH2Cl2 and MeOH (ca 5:1). The b... Procedure details: The product was obtained starting from 3-((E)-3-Dimethylamino-acryloyl)-1-(4-methansulfonyl-phenyl)-1H-pyridazin-4-one (A-16) and 4-fluoro-phenylhydrazine according to the method described for example 43. MS: M=411.1 (M+H)+ As a reaction SMILES: C[N:2](C)/[CH:3]=[CH:4]/[C:5]([C:7]1[C:12](=[O:13])[CH:11]=[CH:10][N:9]([C:14]2[CH:19]=[CH:18][C:17]([S:20]([CH3:23])(=[O:22])=[O:21])=[CH:16][CH:15]=2)[N:8]=1)=O.[F:25][C:26]1[CH:31]=[CH:30][C:29]([NH:32]N)=[CH:28][CH:27]=1>>[F:25][C:26]1[CH:31]=[CH:30][C:29]([N:32]2[C:5]([C:7]3[C:12](=[O:13])[CH:11]=[CH:10][N:9]([C:14]4[CH:19]=[CH:18][C:17]([S:20]([CH3:23])(=[O:22])=[O:21])=[CH:16][CH:15]=4)[N:8]=3)=[CH:4][CH:3]=[N:2]2)=[CH:28][CH:27]=1. Product: FC1=CC=C(C=C1)N1N=CC=C1C1=NN(C=CC1=O)C1=CC=C(C=C1)S(=O)(=O)C (3-[2-(4-Fluoro-phenyl)-2H-pyrazol-3-yl]-1-(4-methanesulfonyl-phenyl)-1H-pyridazin-4-one). The reactants are CN(/C=C/C(=O)C1=NN(C=CC1=O)C1=CC=C(C=C1)S(=O)(=O)C)C (3-((E)-3-Dimethylamino-acryloyl)-1-(4-methansulfonyl-phenyl)-1H-pyridazin-4-one), FC1=CC=C(C=C1)NN (4-fluoro-phenylhydrazine).